Task: describe an organic reaction: reactants, conditions, products, and yield. Dataset: the Open Reaction Database (ORD), a public repository of structured organic reaction records The reactants are CC([O-])=S, CS(=O)(=O)OCC(C(=O)N1CCC(=C2c3ccc(Cl)cc3CCc3cccnc32)CC1)c1ccccc1, [Cs+], CN(C)C=O. The product is CC(=O)SCC(C(=O)N1CCC(=C2c3ccc(Cl)cc3CCc3cccnc32)CC1)c1ccccc1. RXN SMILES: [C:38]([CH3:39])(=[S:40])[O-:41].[Cl:1][c:2]1[cH:3][cH:4][c:5]2[c:6]([cH:37]1)[CH2:7][CH2:8][c:9]1[c:10]([n:11][cH:12][cH:13][cH:14]1)[C:15]2=[C:16]1[CH2:17][CH2:18][N:19]([C:22](=[O:23])[CH:24]([CH2:25][O:26][S:27]([CH3:28])(=[O:29])=[O:30])[c:31]2[cH:32][cH:33][cH:34][cH:35][cH:36]2)[CH2:20][CH2:21]1.[Cs+:42].[O:43]=[CH:44][N:45]([CH3:46])[CH3:47]>>[Cl:1][c:2]1[cH:3][cH:4][c:5]2[c:6]([cH:37]1)[CH2:7][CH2:8][c:9]1[c:10]([n:11][cH:12][cH:13][cH:14]1)[C:15]2=[C:16]1[CH2:17][CH2:18][N:19]([C:22](=[O:23])[CH:24]([CH2:25][S:40][C:38]([CH3:39])=[O:41])[c:31]2[cH:32][cH:33][cH:34][cH:35][cH:36]2)[CH2:20][CH2:21]1. The reactants are NCC1=NC(=C2N=CN(C2=N1)[C@@H]1O[C@@H]([C@H]([C@H]1O)O)COC)NCC(C1=CC=CC=C1)C1=CC=CC=C1 ((2R,3R,4S,5R)-2-{2-(aminomethyl)-6-[(2,2-diphenylethyl)amino}-9H-purin-9-yl}-5-(methoxymethyl)tetrahydro-3,4-furandiol), C(C)(=O)O[BH-](OC(C)=O)OC(C)=O.[Na+] (sodium triacetoxyborohydride), COC1CCC(CC1)=O (4-methoxycyclohexanone), C(C)(=O)O (acetic acid). Run in O1CCCC1 (tetrahydrofuran). Product: C1(=CC=CC=C1)C(CNC1=C2N=CN(C2=NC(=N1)CNC1CCC(CC1)OC)[C@@H]1O[C@@H]([C@H]([C@H]1O)O)COC)C1=CC=CC=C1 ((2R,3R,4S,5R)-2-(6-[(2,2-Diphenylethyl)amino]-2-{[(4-methoxycyclohexyl)amino]methyl}-9H-purin-9-yl)-5-(methoxymethyl)tetrahydro-3,4-furandiol). Reaction SMILES: [NH2:1][CH2:2][C:3]1[N:11]=[C:10]2[C:6]([N:7]=[CH:8][N:9]2[C@H:12]2[C@H:16]([OH:17])[C@H:15]([OH:18])[C@@H:14]([CH2:19][O:20][CH3:21])[O:13]2)=[C:5]([NH:22][CH2:23][CH:24]([C:31]2[CH:36]=[CH:35][CH:34]=[CH:33][CH:32]=2)[C:25]2[CH:30]=[CH:29][CH:28]=[CH:27][CH:26]=2)[N:4]=1.C(O[BH-](OC(=O)C)OC(=O)C)(=O)C.[Na+].[CH3:51][O:52][CH:53]1[CH2:58][CH2:57][C:56](=O)[CH2:55][CH2:54]1.C(O)(=O)C>O1CCCC1>[C:25]1([CH:24]([C:31]2[CH:36]=[CH:35][CH:34]=[CH:33][CH:32]=2)[CH2:23][NH:22][C:5]2[N:4]=[C:3]([CH2:2][NH:1][CH:56]3[CH2:57][CH2:58][CH:53]([O:52][CH3:51])[CH2:54][CH2:55]3)[N:11]=[C:10]3[C:6]=2[N:7]=[CH:8][N:9]3[C@H:12]2[C@H:16]([OH:17])[C@H:15]([OH:18])[C@@H:14]([CH2:19][O:20][CH3:21])[O:13]2)[CH:26]=[CH:27][CH:28]=[CH:29][CH:30]=1 |f:1.2|. Procedure details: The title compound was prepared by a similar method to example 6 using (2R,3R,4S,5R)-2-{2-(aminomethyl)-6-[(2,2-diphenylethyl)amino}-9H-purin-9-yl}-5-(methoxymethyl)tetrahydro-3,4-furandiol (400 mg, 0.78 mmol) (example 1), sodium triacetoxyborohydride (260 mg, 1.23 mmol), 4-methoxycyclohexanone (100 mg, 0.78 mmol) (J. Am. Chem. Soc. 5190, 89, 1967) and acetic acid (56 mg, 0.93 mmol) in tetrahydrofuran (30 ml). The product was purified by column chromatography on silica gel eluting with a solvent... The reactants are C1(CCCCCO1)=O (6-hexanolactone), NCCCCCCCC (1-aminooctane). Product: C(CCCCCCC)N1C(CCCCC1)=O (1-n-Octylazacycloheptan-2-one). Yield: 25.5%. RXN SMILES: [C:1]1(=O)[O:7][CH2:6][CH2:5][CH2:4][CH2:3][CH2:2]1.[NH2:9][CH2:10][CH2:11][CH2:12][CH2:13][CH2:14][CH2:15][CH2:16][CH3:17]>>[CH2:10]([N:9]1[CH2:1][CH2:2][CH2:3][CH2:4][CH2:5][C:6]1=[O:7])[CH2:11][CH2:12][CH2:13][CH2:14][CH2:15][CH2:16][CH3:17]. Reported procedure: Following example 5, heating 17.5 g (0.153 M) of 6-hexanolactone and 22 g (0.17 M) of 1-aminooctane at 180° for 29 hr. gave 8.8 g (27%) of product; b.p. 155°-160°/0.5 mm. The reactants are NC([C@H](CC1=CC=C(C=C1)B1OC(C(O1)(C)C)(C)C)NC(=O)C1(CCOCC1)NC(OC(C)(C)C)=O)=O ((S)-tert-Butyl 4-(1-amino-1-oxo-3-(4-(4,4,5,5-tetramethyl-1,3,2-dioxaborolan-2-yl)phenyl)propan-2-ylcarbamoyl)tetrahydro-2H-pyran-4-ylcarbamate), BrC=1C=CC2=C(SCC(N2)=O)C1 (7-Bromo-2H-benzo[b][1,4]thiazin-3(4H)-one), C([O-])([O-])=O.[Na+].[Na+] (sodium carbonate). Run in C(C)#N (acetonitrile). Conditions: temperature 85 celsius. The product is NC([C@H](CC1=CC=C(C=C1)C=1C=CC2=C(SCC(N2C)=O)C1)NC(=O)C1(CCOCC1)NC(OC(C)(C)C)=O)=O ((S)-tert-Butyl 4-(1-amino-3-(4-(4-methyl-3-oxo-3,4-dihydro-2H-benzo[b][1,4]thiazin-7-yl)phenyl)-1-oxopropan-2-ylcarbamoyl)tetrahydro-2H-pyran-4-ylcarbamate). RXN SMILES: [NH2:1][C:2](=[O:37])[C@@H:3]([NH:20][C:21]([C:23]1([NH:29][C:30](=[O:36])[O:31][C:32]([CH3:35])([CH3:34])[CH3:33])[CH2:28][CH2:27][O:26][CH2:25][CH2:24]1)=[O:22])[CH2:4][C:5]1[CH:10]=[CH:9][C:8](B2OC(C)(C)C(C)(C)O2)=[CH:7][CH:6]=1.Br[C:39]1[CH:40]=[CH:41][C:42]2[NH:47][C:46](=[O:48])[CH2:45][S:44][C:43]=2[CH:49]=1.[C:50](=O)([O-])[O-].[Na+].[Na+]>C(#N)C>[NH2:1][C:2](=[O:37])[C@@H:3]([NH:20][C:21]([C:23]1([NH:29][C:30](=[O:36])[O:31][C:32]([CH3:34])([CH3:33])[CH3:35])[CH2:24][CH2:25][O:26][CH2:27][CH2:28]1)=[O:22])[CH2:4][C:5]1[CH:6]=[CH:7][C:8]([C:39]2[CH:40]=[CH:41][C:42]3[N:47]([CH3:50])[C:46](=[O:48])[CH2:45][S:44][C:43]=3[CH:49]=2)=[CH:9][CH:10]=1 |f:2.3.4|. Procedure details: (S)-tert-Butyl 4-(1-amino-1-oxo-3-(4-(4,4,5,5-tetramethyl-1,3,2-dioxaborolan-2-yl)phenyl)propan-2-ylcarbamoyl)tetrahydro-2H-pyran-4-ylcarbamate (Example 16, step (i), 241 mg) in acetonitrile (8 mL) with 7-bromo-4-methyl-2H-benzo[b][1,4]thiazin-3(4H)-one (Example 28, step (i), 120 mg) was treated with aqueous sodium carbonate solution (2M, 0.465 mL) and then nitrogen was bubbled through the mixture. 1,1 bis(Di-tert-butylphosphino)ferrocene palladium dichloride (5 mg) was added and the mixture was... The reactants are CCN(C(C)C)C(C)C (DIEA), CCN=C=NCCCN(C)C (EDCI), FC1=CC=C(C=C1)N1N=CC=C(C1=O)C(=O)O (2-(4-fluorophenyl)-3-oxo-2,3-dihydropyridazine-4-carboxylic acid), COC1=CC=C(CN2N=C(C=3C2=NC=CC3OC3=C(C=C(C=C3)N)F)NC3CCN(CC3)CCOC)C=C1 (1-(4-Methoxybenzyl)-4-(4-amino-2-fluorophenoxy)-N-(1-(2-methoxyethyl)piperidin-4-yl)-1H-pyrazolo[3,4-b]pyridin-3-amine), HOBt hydrate. Run in C(Cl)Cl (DCM). Reaction conditions: time 15 minute. The product is COC1=CC=C(CN2N=C(C=3C2=NC=CC3OC3=C(C=C(C=C3)NC(=O)C=3C(N(N=CC3)C3=CC=C(C=C3)F)=O)F)NC3CCN(CC3)CCOC)C=C1 (N-(4-(1-(4-methoxybenzyl)-3-(1-(2-methoxyethyl)piperidin-4-ylamino)-1H-pyrazolo[3,4-b]pyridin-4-yloxy)-3-fluorophenyl)-2-(4-fluorophenyl)-3-oxo-2,3-dihydropyridazine-4-carboxamide). Isolated yield 76.0%. RXN SMILES: CCN=C=NCCCN(C)C.[F:12][C:13]1[CH:18]=[CH:17][C:16]([N:19]2[C:24](=[O:25])[C:23]([C:26]([OH:28])=O)=[CH:22][CH:21]=[N:20]2)=[CH:15][CH:14]=1.CCN(C(C)C)C(C)C.[CH3:38][O:39][C:40]1[CH:75]=[CH:74][C:43]([CH2:44][N:45]2[C:49]3=[N:50][CH:51]=[CH:52][C:53]([O:54][C:55]4[CH:60]=[CH:59][C:58]([NH2:61])=[CH:57][C:56]=4[F:62])=[C:48]3[C:47]([NH:63][CH:64]3[CH2:69][CH2:68][N:67]([CH2:70][CH2:71][O:72][CH3:73])[CH2:66][CH2:65]3)=[N:46]2)=[CH:42][CH:41]=1>C(Cl)Cl>[CH3:38][O:39][C:40]1[CH:41]=[CH:42][C:43]([CH2:44][N:45]2[C:49]3=[N:50][CH:51]=[CH:52][C:53]([O:54][C:55]4[CH:60]=[CH:59][C:58]([NH:61][C:26]([C:23]5[C:24](=[O:25])[N:19]([C:16]6[CH:15]=[CH:14][C:13]([F:12])=[CH:18][CH:17]=6)[N:20]=[CH:21][CH:22]=5)=[O:28])=[CH:57][C:56]=4[F:62])=[C:48]3[C:47]([NH:63][CH:64]3[CH2:65][CH2:66][N:67]([CH2:70][CH2:71][O:72][CH3:73])[CH2:68][CH2:69]3)=[N:46]2)=[CH:74][CH:75]=1. Reported procedure: EDCI (47 mg, 0.24 mmol) was added to a stirred mixture of 2-(4-fluorophenyl)-3-oxo-2,3-dihydropyridazine-4-carboxylic acid (57 mg, 0.24 mmol, prepared according to the procedure for Example 19, Step C), HOBt-hydrate (38 mg, 0.24 mmol), and DIEA (0.070 mL, 0.404 mmol) in DCM (1 mL) at ambient temperature, and the reaction was stirred for 15 minutes at ambient temperature. 1-(4-Methoxybenzyl)-4-(4-amino-2-fluorophenoxy)-N-(1-(2-methoxyethyl)piperidin-4-yl)-1H-pyrazolo[3,4-b]pyridin-3-amine (42 mg,...